From a dataset of the Open Reaction Database (ORD), a public repository of structured organic reaction records. describe an organic reaction: reactants, conditions, products, and yield Yield: 106.7%. Reaction conditions: temperature 20 celsius. Procedure details: A mixture of 5-bromo-3-(tert-butyl)-2-hydroxybenzaldehyde (4.74 g, 18.42 mmol) and anhydrous potassium carbonate (2.83 g, 20.45 mmol) in anhydrous DMF (20.0 mL) was stirred under nitrogen in a water bath (20° C.) to give an orange-yellow suspension. After stirring for 20 min, 2-methoxyethoxymethyl chloride (2.40 mL, 21.19 mmol, technical grade) was added drop wise (20 min) to above suspension while maintaining an internal temperature of 20° C. The reaction mixture was stirred at room temperature... Reaction SMILES: [Br:1][C:2]1[CH:3]=[C:4]([C:11]([CH3:14])([CH3:13])[CH3:12])[C:5]([OH:10])=[C:6]([CH:9]=1)[CH:7]=[O:8].C(=O)([O-])[O-].[K+].[K+].[CH3:21][O:22][CH2:23][CH2:24][O:25][CH2:26]Cl>CN(C=O)C>[Br:1][C:2]1[CH:3]=[C:4]([C:11]([CH3:14])([CH3:13])[CH3:12])[C:5]([O:10][CH2:21][O:22][CH2:23][CH2:24][O:25][CH3:26])=[C:6]([CH:9]=1)[CH:7]=[O:8] |f:1.2.3|. Solvent: CN(C)C=O (DMF). Product: BrC=1C=C(C(=C(C=O)C1)OCOCCOC)C(C)(C)C (5-bromo-3-tert-butyl-2-[(2-methoxyethoxy)methoxy]benzaldehyde). Reactants: ice water, BrC=1C=C(C(=C(C=O)C1)O)C(C)(C)C (5-bromo-3-(tert-butyl)-2-hydroxybenzaldehyde), C([O-])([O-])=O.[K+].[K+] (potassium carbonate), COCCOCCl (2-methoxyethoxymethyl chloride). Starting materials: BrC1=NN=C2N1CCNC2 (3-bromo-5,6,7,8-tetrahydro-[1,2,4]triazolo[4,3-a]pyrazine), C(=O)([O-])[O-].[K+].[K+] (K2CO3), S(=O)(=O)(OC)OC (dimethyl sulfate). The solvent is C1CCOC1 (THF). Run at temperature 80 celsius, time 60 minute. Yields the product BrC1=NN=C2N1CCN(C2)C (3-Bromo-7-methyl-5,6,7,8-tetrahydro-[1,2,4]triazolo[4,3-a]pyrazine). The yield is 53.2%. Reaction SMILES: [Br:1][C:2]1[N:6]2[CH2:7][CH2:8][NH:9][CH2:10][C:5]2=[N:4][N:3]=1.[C:11]([O-])([O-])=O.[K+].[K+].S(OC)(OC)(=O)=O>C1COCC1>[Br:1][C:2]1[N:6]2[CH2:7][CH2:8][N:9]([CH3:11])[CH2:10][C:5]2=[N:4][N:3]=1 |f:1.2.3|. Procedure details: A suspension of 3-bromo-5,6,7,8-tetrahydro-[1,2,4]triazolo[4,3-a]pyrazine (Preparation 154, 29 mg, 0.143 mmol), K2CO3 (23.7 mg, 0.171 mmol), dimethyl sulfate (14 uL, 0.143 mmol in THF (3 mL) was stirred at 80° C. under microwave irradiation for 60 minutes. The reaction mixture was filtered and purified by elution through an SCX-2 column using 2M NH3/MeOH to give the title compound as yellow oil (16.5 mg, 53%). The reactants are S(=O)(=O)(C)Cl (Mesyl chlorid), CON=C1CN([C@@H](C1)CO)C(=O)C1=CC=C(C=C1)C1=CC=CC=C1 ((3EZ,5S)-1-(1,1′-biphenyl-4-ylcarbonyl)-5 (hydroxymethyl) pyrrolidin-3-one O-methyloxime). The solvent is C(Cl)Cl (DCM). Run at temperature 0 celsius. The product is CS(=O)(=O)OC[C@H]1N(CC(C1)=NOC)C(=O)C1=CC=C(C=C1)C1=CC=CC=C1 ([(2S, 4EZ)-1-(1,1′-biphenyl-4-ylcarbonyl)-4-(methoxyimino)pyrrolidin-2-yl]methyl methanesulfonate). RXN SMILES: [S:1](Cl)([CH3:4])(=[O:3])=[O:2].[CH3:6][O:7][N:8]=[C:9]1[CH2:13][C@@H:12]([CH2:14][OH:15])[N:11]([C:16]([C:18]2[CH:23]=[CH:22][C:21]([C:24]3[CH:29]=[CH:28][CH:27]=[CH:26][CH:25]=3)=[CH:20][CH:19]=2)=[O:17])[CH2:10]1>C(Cl)Cl>[CH3:4][S:1]([O:15][CH2:14][C@@H:12]1[CH2:13][C:9](=[N:8][O:7][CH3:6])[CH2:10][N:11]1[C:16]([C:18]1[CH:23]=[CH:22][C:21]([C:24]2[CH:29]=[CH:28][CH:27]=[CH:26][CH:25]=2)=[CH:20][CH:19]=1)=[O:17])(=[O:3])=[O:2]. Procedure details: Mesyl chlorid (48 μl, 0.62 mmol) was added to a solution of alcohol (2) (EZ mixture, 80 mg, 0.25 mmol) in DCM (8 ml) cooled at 0° C. and maintained under nitrogen atmosphere. The reaction mixture was then allowed to warm to r.t. and monitored by tlc. Completion was achieved after 1 h30. Organic phase was washed with saturated ammonium chlorid solution and brine, dried over magnesium sulfate, filtered and concentrated. Reactants: ClC1NC(=NC2=CC=CC=C12)C=CC1=CC=CC2=CC=CC=C12 (4-Chloro-2-(2-naphthalen-1-yl-vinyl)-3,4-dihydro-quinazoline), teflon, NCC1CC(CCC1)CN (C-(3-aminomethyl-cyclohexyl)-methylamine), glass. The solvent is C(C)O (ethyl alcohol). Product: NCC1CC(CCC1)CNC1=NC(=NC2=CC=CC=C12)C=CC1=CC=CC2=CC=CC=C12 ((3-aminomethyl-cyclohexylmethyl)-[2-(2-naphthalen-1-yl-vinyl)-quinazolin-4-yl]-amine). As a reaction SMILES: Cl[CH:2]1[C:11]2[C:6](=[CH:7][CH:8]=[CH:9][CH:10]=2)[N:5]=[C:4]([CH:12]=[CH:13][C:14]2[C:23]3[C:18](=[CH:19][CH:20]=[CH:21][CH:22]=3)[CH:17]=[CH:16][CH:15]=2)[NH:3]1.[NH2:24][CH2:25][CH:26]1[CH2:31][CH2:30][CH2:29][CH:28]([CH2:32][NH2:33])[CH2:27]1>C(O)C>[NH2:24][CH2:25][CH:26]1[CH2:31][CH2:30][CH2:29][CH:28]([CH2:32][NH:33][C:2]2[C:11]3[C:6](=[CH:7][CH:8]=[CH:9][CH:10]=3)[N:5]=[C:4]([CH:12]=[CH:13][C:14]3[C:23]4[C:18](=[CH:19][CH:20]=[CH:21][CH:22]=4)[CH:17]=[CH:16][CH:15]=3)[N:3]=2)[CH2:27]1. Procedure details: 4-Chloro-2-(2-naphthalen-1-yl-vinyl)-3,4-dihydro-quinazoline (0.08 mmol), C-(3-aminomethyl-cyclohexyl)-methylamine (0.24 mmol) and 2 ml ethyl alcohol are placed in an 8 ml glass vial sealed with a teflon-lined screw cap. The mixture is heated at 80° for 3 hrs. After cooling to rt, the ethyl alcohol is removed. Ethyl acetate (3 ml) and water (3 ml) are added to the vial. After agitation, the water was removed. The procedure is repeated with water and aq. NaCl (sat.). Purification with silica gel ... Starting materials: Cl (hydrochloride), C([O-])([O-])=O.[K+].[K+] (potassium carbonate), C(N)(=O)C1=C(N)C=CC=C1 (o-carbamoylaniline), Cl.C(C)O (hydrochloric acid ethanol), COC=1C=C(C(=O)N2CCN(CC2)CC(=O)Cl)C=CC1OC ([4-(3,4-dimethoxybenzoyl)-1-piperazinyl]acetyl chloride). Solvent: O.CC(=O)C (water acetone), CC(=O)C (acetone). Run at time 3 hour. The product is O.Cl.C(N)(=O)C1=C(NC(CN2CCN(CC2)C(C2=CC(=C(C=C2)OC)OC)=O)=O)C=CC=C1 (o-carbamoyl-α-[4-(3,4-dimethoxybenzoyl)-1-piperazinyl]acetanilide monohydrochloride monohydrate). As a reaction SMILES: C(=O)([O-])[O-:2].[K+].[K+].[C:7]([C:10]1[CH:16]=[CH:15][CH:14]=[CH:13][C:11]=1[NH2:12])(=[O:9])[NH2:8].[CH3:17][O:18][C:19]1[CH:20]=[C:21]([CH:34]=[CH:35][C:36]=1[O:37][CH3:38])[C:22]([N:24]1[CH2:29][CH2:28][N:27]([CH2:30][C:31]([Cl:33])=[O:32])[CH2:26][CH2:25]1)=[O:23].Cl.Cl.C(O)C>O.CC(C)=O.CC(C)=O>[OH2:2].[ClH:33].[C:7]([C:10]1[CH:16]=[CH:15][CH:14]=[CH:13][C:11]=1[NH:12][C:31](=[O:32])[CH2:30][N:27]1[CH2:28][CH2:29][N:24]([C:22](=[O:23])[C:21]2[CH:34]=[CH:35][C:36]([O:37][CH3:38])=[C:19]([O:18][CH3:17])[CH:20]=2)[CH2:25][CH2:26]1)(=[O:9])[NH2:8] |f:0.1.2,6.7,8.9,11.12.13|. Procedure: 8.28 Grams of potassium carbonate was dissolved in 50 ml of water-acetone (1:2), then 13.6 g of o-carbamoylaniline was added thereto. Under ice-cooled condition, an acetone solution of 34.4 g of [4-(3,4-dimethoxybenzoyl)-1-piperazinyl]acetyl chloride was added dropwise to the said mixture, then the reaction was carried out at a room temperature for 3 hours. Acetone was removed by distillation, the residue obtained was extracted with chloroform and the extract was washed with water, dried then ch... The reactants are C1(CC1)NC1CCN(CC1)C1=NC=C(C=N1)CC (cyclopropyl-[1-(5-ethyl-pyrimidin-2-yl)-piperidin-4-yl]-amine), N1(C=NC=C1)C1=CC=C(N=N1)C(=O)O (6-imidazol-1-yl-pyridazine-3-carboxylic acid). The product is C1(CC1)N(C(=O)C=1N=NC(=CC1)N1C=NC=C1)C1CCN(CC1)C1=NC=C(C=N1)CC (6-Imidazol-1-yl-pyridazine-3-carboxylic acid cyclopropyl-[1-(5-ethyl-pyrimidin-2-yl)-piperidin-4-yl]-amide). As a reaction SMILES: [CH:1]1([NH:4][CH:5]2[CH2:10][CH2:9][N:8]([C:11]3[N:16]=[CH:15][C:14]([CH2:17][CH3:18])=[CH:13][N:12]=3)[CH2:7][CH2:6]2)[CH2:3][CH2:2]1.[N:19]1([C:24]2[N:29]=[N:28][C:27]([C:30](O)=[O:31])=[CH:26][CH:25]=2)[CH:23]=[CH:22][N:21]=[CH:20]1>>[CH:1]1([N:4]([CH:5]2[CH2:10][CH2:9][N:8]([C:11]3[N:12]=[CH:13][C:14]([CH2:17][CH3:18])=[CH:15][N:16]=3)[CH2:7][CH2:6]2)[C:30]([C:27]2[N:28]=[N:29][C:24]([N:19]3[CH:23]=[CH:22][N:21]=[CH:20]3)=[CH:25][CH:26]=2)=[O:31])[CH2:2][CH2:3]1. Procedure: The title compound is prepared from cyclopropyl-[1-(5-ethyl-pyrimidin-2-yl)-piperidin-4-yl]-amine and 6-imidazol-1-yl-pyridazine-3-carboxylic acid following a procedure analogous to that described in Example 1. LC (method 13): tR=2.44 min; Mass spectrum (ESI+): m/z=419 [M+H]+. Reactants: N(=[N+]=[N-])C=1SC(=C(N1)C1=CC=C(C=C1)C(F)(F)F)C(=O)N (2-azido-4-(4-trifluoromethyl-phenyl)-thiazole-5-carboxylic acid amide), CO (methanol), [Cl-].[NH4+] (ammonium chloride). The reagents and catalysts are [Zn] (zinc). Solvent: O1CCCC1 (tetrahydrofuran). Run at time 1 hour. Yields the product NC=1SC(=C(N1)C1=CC=C(C=C1)C(F)(F)F)C(=O)N (2-Amino-4-(4-trifluoromethyl-phenyl)-thiazole-5-carboxylic acid amide). The yield is 101.8%. Reaction SMILES: [N:1]([C:4]1[S:5][C:6]([C:19]([NH2:21])=[O:20])=[C:7]([C:9]2[CH:14]=[CH:13][C:12]([C:15]([F:18])([F:17])[F:16])=[CH:11][CH:10]=2)[N:8]=1)=[N+]=[N-].CO.[Cl-].[NH4+]>[Zn].O1CCCC1>[NH2:1][C:4]1[S:5][C:6]([C:19]([NH2:21])=[O:20])=[C:7]([C:9]2[CH:10]=[CH:11][C:12]([C:15]([F:18])([F:16])[F:17])=[CH:13][CH:14]=2)[N:8]=1 |f:2.3|. Reported procedure: To a solution of 0.6727 g (2.147 mmole) of 2-azido-4-(4-trifluoromethyl-phenyl)-thiazole-5-carboxylic acid amide, 20 mL of methanol and 20 mL of tetrahydrofuran was added 1.42 g (21.8 mg-atom) of zinc and 2.84 g (53.1 mmole) of ammonium chloride. The mixture was stirred vigorously for 1 hour and then filtered through Diatomaceous earth, washing the pad with methanol and tetrahydrofuran. The filtrate was concentrated under reduced pressure and then diluted with 350 mL of ethyl acetate, washed thr... Starting materials: Brc1cnc(C#CCCn2ccnn2)nc1, CCOC(C)=O. The product is Brc1cnc(CCCCn2ccnn2)nc1. As a reaction SMILES: [Br:1][c:2]1[cH:3][n:4][c:5]([C:8]#[C:9][CH2:10][CH2:11][n:12]2[n:13][n:14][cH:15][cH:16]2)[n:6][cH:7]1.[CH3:17][CH2:18][O:19][C:20](=[O:21])[CH3:22]>>[Br:1][c:2]1[cH:3][n:4][c:5]([CH2:8][CH2:9][CH2:10][CH2:11][n:12]2[n:13][n:14][cH:15][cH:16]2)[n:6][cH:7]1. The reactants are CC(C)(C)OC(=O)N1CCC(=O)CC1, CC(=O)O[BH-](OC(C)=O)OC(C)=O, COC(=O)c1sc(-c2cccc(N)c2)c(Br)c1OCC(=O)OC(C)(C)C, CC(=O)O, CC(Cl)Cl, [Na+]. The product is COC(=O)c1sc(-c2cccc(NC3CCN(C(=O)OC(C)(C)C)CC3)c2)c(Br)c1OCC(=O)OC(C)(C)C. Reaction SMILES: [C:27]([CH3:28])([CH3:29])([CH3:30])[O:31][C:32](=[O:33])[N:34]1[CH2:35][CH2:36][C:37](=[O:40])[CH2:38][CH2:39]1.[C:45]([O:46][BH-:47]([O:48][C:49](=[O:50])[CH3:51])[O:52][C:53](=[O:54])[CH3:55])(=[O:56])[CH3:57].[CH3:1][O:2][C:3](=[O:4])[c:5]1[s:6][c:7](-[c:20]2[cH:21][c:22]([NH2:26])[cH:23][cH:24][cH:25]2)[c:8]([Br:19])[c:9]1[O:10][CH2:11][C:12](=[O:13])[O:14][C:15]([CH3:16])([CH3:17])[CH3:18].[CH3:41][C:42](=[O:43])[OH:44].[Cl:59][CH:60]([Cl:61])[CH3:62].[Na+:58]>>[CH3:1][O:2][C:3](=[O:4])[c:5]1[s:6][c:7](-[c:20]2[cH:21][c:22]([NH:26][CH:37]3[CH2:36][CH2:35][N:34]([C:32]([O:31][C:27]([CH3:28])([CH3:29])[CH3:30])=[O:33])[CH2:39][CH2:38]3)[cH:23][cH:24][cH:25]2)[c:8]([Br:19])[c:9]1[O:10][CH2:11][C:12](=[O:13])[O:14][C:15]([CH3:16])([CH3:17])[CH3:18]. Procedure: 4-[(4-Methylphenyl)methyl]-3-(2,3,4,6-tetra-O-acetyl-β-D-glucopyranosyloxy)-5-trifluoromethyl-1H-pyrazole was prepared in a similar manner to that described in Reference Example 28 using 1,2-dihydro-4-[(4-methylphenyl)methyl]-5-trifluoromethyl-3H-pyrazol-3-one instead of 1,2-dihydro-4-[(4-methylthiophenyl)methyl]-5-trifluoromethyl-3H-pyrazol-3-one. Then, the title compound was prepared in a similar manner to that described in Reference Example 37 using 4-[(4-methylphenyl)methyl]-3-(2,3,4,6-tetra... Reactants: CC1=CC=C(C=C1)CC=1C(NNC1C(F)(F)F)=O (1,2-dihydro-4-[(4-methylphenyl)methyl]-5-trifluoromethyl-3H-pyrazol-3-one), CC1=CC=C(C=C1)CC=1C(=NNC1C(F)(F)F)O[C@H]1[C@H](OC(C)=O)[C@@H](OC(C)=O)[C@H](OC(C)=O)[C@H](O1)COC(C)=O (4-[(4-methylphenyl)methyl]-3-(2,3,4,6-tetra-O-acetyl-β-D-glucopyranosyloxy)-5-trifluoromethyl-1H-pyrazole). Reaction SMILES: [CH3:1][C:2]1[CH:7]=[CH:6][C:5]([CH2:8][C:9]2[C:10](=[O:18])[NH:11][NH:12][C:13]=2[C:14]([F:17])([F:16])[F:15])=[CH:4][CH:3]=1.[CH3:19][C:20]1[CH:25]=[CH:24][C:23]([CH2:26][C:27]2[C:28]([O:36][C@@H:37]3[O:54][C@H:53]([CH2:55][O:56][C:57](=[O:59])[CH3:58])[C@@H:48]([O:49][C:50](=[O:52])[CH3:51])[C@H:43]([O:44][C:45](=[O:47])[CH3:46])[C@H:38]3[O:39][C:40](=[O:42])[CH3:41])=[N:29][NH:30][C:31]=2[C:32]([F:35])([F:34])[F:33])=[CH:22][CH:21]=1>>[CH3:19][C:20]1[CH:25]=[CH:24][C:23]([CH2:26][C:27]2[C:28]([O:36][C@@H:37]3[O:54][C@H:53]([CH2:55][O:56][C:57](=[O:59])[CH3:58])[C@@H:48]([O:49][C:50](=[O:52])[CH3:51])[C@H:43]([O:44][C:45](=[O:47])[CH3:46])[C@H:38]3[O:39][C:40](=[O:42])[CH3:41])=[N:29][NH:30][C:31]=2[C:32]([F:35])([F:34])[F:33])=[CH:22][CH:21]=1.[C@@H:37]1([O:18][C:10]2[C:9]([CH2:8][C:5]3[CH:4]=[CH:3][C:2]([CH3:1])=[CH:7][CH:6]=3)=[C:13]([C:14]([F:17])([F:16])[F:15])[NH:12][N:11]=2)[O:54][C@H:53]([CH2:55][OH:56])[C@@H:48]([OH:49])[C@H:43]([OH:44])[C@H:38]1[OH:39]. Yields the product CC1=CC=C(C=C1)CC=1C(=NNC1C(F)(F)F)O[C@H]1[C@H](OC(C)=O)[C@@H](OC(C)=O)[C@H](OC(C)=O)[C@H](O1)COC(C)=O (4-[(4-Methylphenyl)methyl]-3-(2,3,4,6-tetra-O-acetyl-β-D-glucopyranosyloxy)-5-trifluoromethyl-1H-pyrazole), [C@@H]1([C@H](O)[C@@H](O)[C@H](O)[C@H](O1)CO)OC1=NNC(=C1CC1=CC=C(C=C1)C)C(F)(F)F (3-(β-D-Glucopyranosyloxy)-4-[(4-methylphenyl)methyl]-5-trifluoromethyl-1H-pyrazole).